The task is: describe an organic reaction: reactants, conditions, products, and yield. This data is from the Open Reaction Database (ORD), a public repository of structured organic reaction records. The reactants are CC(C)(C)OC(=O)N1CC(Oc2cccc(OCc3ccccc3)n2)CC1C(=O)O, CO, C[Si](C)(C)C=[N+]=[N-], CCOCC, ClCCl. The product is COC(=O)C1CC(Oc2cccc(OCc3ccccc3)n2)CN1C(=O)OC(C)(C)C. As a reaction SMILES: [CH2:1]([c:2]1[cH:3][cH:4][cH:5][cH:6][cH:7]1)[O:8][c:9]1[cH:10][cH:11][cH:12][c:13]([O:15][CH:16]2[CH2:17][CH:18]([C:28](=[O:29])[OH:30])[N:19]([C:21](=[O:22])[O:23][C:24]([CH3:25])([CH3:26])[CH3:27])[CH2:20]2)[n:14]1.[CH3:31][OH:32].[CH3:33][Si:34]([CH:35]=[N+:36]=[N-:37])([CH3:38])[CH3:39].[CH3:40][CH2:41][O:42][CH2:43][CH3:44].[Cl:45][CH2:46][Cl:47]>>[CH2:1]([c:2]1[cH:3][cH:4][cH:5][cH:6][cH:7]1)[O:8][c:9]1[cH:10][cH:11][cH:12][c:13]([O:15][CH:16]2[CH2:17][CH:18]([C:28](=[O:29])[O:30][CH3:33])[N:19]([C:21](=[O:22])[O:23][C:24]([CH3:25])([CH3:26])[CH3:27])[CH2:20]2)[n:14]1. The reactants are CCN(C(C)C)C(C)C (DIPEA), desired material, FC(C(=O)O)(F)F.N[C@H]1CC2=C(N=C(S2)NC(=O)C=2C=C(CNC(C3=CC(=C(C=C3)OC)OC)=O)C=CC2)CC1 (N-[3-((R)-6-Amino-4,5,6,7-tetrahydro-benzothiazol-2-ylcarbamoyl)-benzyl]-3,4-dimethoxy-benzamide trifluoroacetate), BrCCOCCBr (1-bromo-2-(2-bromo-ethoxy)-ethane). Run in CN(C)C=O (DMF), CN(C)C=O (DMF). Reaction conditions: temperature 70 celsius. Yields the product COC=1C=C(C(=O)NCC2=CC(=CC=C2)C(NC=2SC3=C(N2)CC[C@H](C3)N3CCOCC3)=O)C=CC1OC (3,4-Dimethoxy-N-[3-((R)-6-morpholin-4-yl-4,5,6,7-tetrahydro-benzothiazol-2-ylcarbamoyl)-benzyl]-benzamide). Reaction SMILES: FC(F)(F)C(O)=O.[NH2:8][C@@H:9]1[CH2:40][CH2:39][C:12]2[N:13]=[C:14]([NH:16][C:17]([C:19]3[CH:20]=[C:21]([CH:36]=[CH:37][CH:38]=3)[CH2:22][NH:23][C:24](=[O:35])[C:25]3[CH:30]=[CH:29][C:28]([O:31][CH3:32])=[C:27]([O:33][CH3:34])[CH:26]=3)=[O:18])[S:15][C:11]=2[CH2:10]1.CCN(C(C)C)C(C)C.Br[CH2:51][CH2:52][O:53][CH2:54][CH2:55]Br>CN(C=O)C>[CH3:34][O:33][C:27]1[CH:26]=[C:25]([CH:30]=[CH:29][C:28]=1[O:31][CH3:32])[C:24]([NH:23][CH2:22][C:21]1[CH:36]=[CH:37][CH:38]=[C:19]([C:17](=[O:18])[NH:16][C:14]2[S:15][C:11]3[CH2:10][C@H:9]([N:8]4[CH2:55][CH2:54][O:53][CH2:52][CH2:51]4)[CH2:40][CH2:39][C:12]=3[N:13]=2)[CH:20]=1)=[O:35] |f:0.1|. Procedure details: Dissolved N-[3-((R)-6-Amino-4,5,6,7-tetrahydro-benzothiazol-2-ylcarbamoyl)-benzyl]-3,4-dimethoxy-benzamide trifluoroacetate (50.0 mg, 0.09 mmol) in 1.5 mL of dry DMF. To this was added DIPEA (0.05 mL, 0.26 mmol) and the 1-bromo-2-(2-bromo-ethoxy)-ethane (0.02 mL, 0.12 mmol). The mixture was heated at 70° C. overnight. LC-MS analysis indicted the desired material. Dissolved in 5 mL of DMF and purified via prep HPLC (5%-95% CH3CN/H2O) to give the desired product with one major impurity. Applied to... RXN SMILES: [CH2:24]([CH:25]=[CH2:26])[Br:27].[CH2:28]1[O:29][CH2:30][CH2:31][CH2:32]1.[CH3:11][O:12][C:13]([CH2:14][CH2:15][C:16]1=[CH:21][CH2:20][CH2:19][NH:18][C:17]1=[O:22])=[O:23].[CH3:2][Si:3]([N-:4][Si:5]([CH3:6])([CH3:7])[CH3:8])([CH3:9])[CH3:10].[Na+:1]>>[CH3:11][O:12][C:13]([CH2:14][CH2:15][C:16]1=[CH:21][CH2:20][CH2:19][N:18]([CH2:26][CH:25]=[CH2:24])[C:17]1=[O:22])=[O:23]. Yields the product C=CCN1CCC=C(CCC(=O)OC)C1=O. The reactants are C=CCBr, C1CCOC1, COC(=O)CCC1=CCCNC1=O, C[Si](C)(C)[N-][Si](C)(C)C, [Na+].